Dataset: the Open Reaction Database (ORD), a public repository of structured organic reaction records. Task: describe an organic reaction: reactants, conditions, products, and yield Reactants: FC=1C=C(C=CC1F)[C@@H]1N(C(OC1)=O)C(=O)OC1=CC=C(C=C1)[N+](=O)[O-] (4-nitrophenyl (4S)-4-(3,4-difluorophenyl)-2-oxo-1,3-oxazolidine-3-carboxylate), NCCCN1CCC(CC1)C=1C=C(C=CC1)NC(C(C)C)=O (N-{3-[1-(3-aminopropyl)-4-piperidinyl]phenyl}-2-methylpropanamide). Product: FC=1C=C(C=CC1F)[C@@H]1N(C(OC1)=O)C(=O)NCCCN1CCC(CC1)C1=CC(=CC=C1)NC(C(C)C)=O ((4S)-4-(3,4-DIFLUOROPHENYL)-N-(3-{4-[3-(ISOBUTYRYLAMINO)PHENYL]-1-PIPERIDINYL}PROPYL)-2-OXO 1,3-OXAZOLIDINE-3-CARBOXAMIDE). As a reaction SMILES: [F:1][C:2]1[CH:3]=[C:4]([C@H:9]2[CH2:13][O:12][C:11](=[O:14])[N:10]2[C:15]([O:17]C2C=CC([N+]([O-])=O)=CC=2)=O)[CH:5]=[CH:6][C:7]=1[F:8].[NH2:27][CH2:28][CH2:29][CH2:30][N:31]1[CH2:36][CH2:35][CH:34]([C:37]2[CH:38]=[C:39]([NH:43][C:44](=[O:48])[CH:45]([CH3:47])[CH3:46])[CH:40]=[CH:41][CH:42]=2)[CH2:33][CH2:32]1>>[F:1][C:2]1[CH:3]=[C:4]([C@H:9]2[CH2:13][O:12][C:11](=[O:14])[N:10]2[C:15]([NH:27][CH2:28][CH2:29][CH2:30][N:31]2[CH2:36][CH2:35][CH:34]([C:37]3[CH:42]=[CH:41][CH:40]=[C:39]([NH:43][C:44](=[O:48])[CH:45]([CH3:46])[CH3:47])[CH:38]=3)[CH2:33][CH2:32]2)=[O:17])[CH:5]=[CH:6][C:7]=1[F:8]. Reported procedure: Prepared by Procedure AF and Scheme H using 4-nitrophenyl (4S)-4-(3,4-difluorophenyl)-2-oxo-1,3-oxazolidine-3-carboxylate and N-{3-[1-(3-aminopropyl)-4-piperidinyl]phenyl}-2-methylpropanamide: ESMS m/e: 529.1 (M+H)+. Reactants: [OH-].[Na+] (NaOH), CC1CNC(C=2N1C1=C(C2)C=CC(=N1)C(=O)[O-])=O (9-methyl-6-oxo-6,7,8,9-tetrahydropyrido[3′,2′:4,5]pyrrolo[1,2-a]pyrazine-2-carboxylate), Cl (HCl). The solvent is CO (methanol). Reaction conditions: temperature 60 celsius, time 2 hour. Product: CC1CNC(C=2N1C1=C(C2)C=CC(=N1)C(=O)O)=O (9-Methyl-6-oxo-6,7,8,9-tetrahydropyrido[3′,2′:4,5]pyrrolo[1,2-a]pyrazine-2-carboxylic acid). The yield is 50.5%. Reaction SMILES: [CH3:1][CH:2]1[N:7]2[C:8]3[N:14]=[C:13]([C:15]([O-:17])=[O:16])[CH:12]=[CH:11][C:9]=3[CH:10]=[C:6]2[C:5](=[O:18])[NH:4][CH2:3]1.[OH-].[Na+].Cl>CO>[CH3:1][CH:2]1[N:7]2[C:8]3[N:14]=[C:13]([C:15]([OH:17])=[O:16])[CH:12]=[CH:11][C:9]=3[CH:10]=[C:6]2[C:5](=[O:18])[NH:4][CH2:3]1 |f:1.2|. Procedure details: To a suspension of 9-methyl-6-oxo-6,7,8,9-tetrahydropyrido[3′,2′:4,5]pyrrolo[1,2-a]pyrazine-2-carboxylate (298 mg, 1.09 mmol) in methanol (0.5 mL) is added a solution of 2M aqueous NaOH (2.2 mL, 4.4 mmol). The mixture is warmed to 60° C. and stirred for 2 h, at which point it is acidified with concentrated HCl. The volume of the mixture is reduced to approximately 5 mL, and it is chilled to 0° C. The resultant suspension is filtered and the solid is washed with H2O and hexanes, to provide the ti... The reactants are ClC(=CCCl)Cl (1,1,3-trichloropropene), C([O-])([O-])=O.[K+].[K+] (potassium carbonate), [I-].[Na+] (sodium iodide), C(C)(=O)C=1C(=C(C=C(C1)O)Cl)O (3-acetyl-1-chloro-2,5-dihydroxybenzene). The solvent is CC(=O)C (acetone). The product is C(C)(=O)C=1C(=C(C=C(C1)OCC=C(Cl)Cl)Cl)OCC=C(Cl)Cl (3-acetyl-2,5-bis-(3,3-dichloroprop-2-enyloxy)-1-chlorobenzene). As a reaction SMILES: [C:1]([C:4]1[C:5](O)=[C:6]([Cl:11])[CH:7]=[C:8]([OH:10])[CH:9]=1)(=[O:3])[CH3:2].[Cl:13][C:14]([Cl:18])=[CH:15][CH2:16]Cl.[C:19](=[O:22])([O-])[O-].[K+].[K+].[I-].[Na+]>CC(C)=O>[C:1]([C:4]1[C:5]([O:22][CH2:19][CH:15]=[C:14]([Cl:18])[Cl:13])=[C:6]([Cl:11])[CH:7]=[C:8]([O:10][CH2:16][CH:15]=[C:14]([Cl:18])[Cl:13])[CH:9]=1)(=[O:3])[CH3:2] |f:2.3.4,5.6|. Procedure details: 2.9 g of 3-acetyl-1-chloro-2,5-dihydroxybenzene were dissolved in 29 ml of acetone, and 3.39 g of 1,1,3-trichloropropene, 4.3 g of potassium carbonate and 0.7 g of sodium iodide were added. The mixture was heated under reflux for 5 hours (monitored by TLC). The reaction mixture was then allowed to cool and concentrated using a rotary evaporator, and the resulting crude product was subjected to chromatographic purification. Yield: 6.1 g (99%) Starting materials: CC(C)C(=O)O, CCN=C=NCCCN(C)C, CN(C)c1ccncc1, ClCCl, Cl, NS(=O)(=O)c1cccc([N+](=O)[O-])c1. Product: CC(C)C(=O)NS(=O)(=O)c1cccc([N+](=O)[O-])c1. As a reaction SMILES: [CH3:1][CH:2]([CH3:3])[C:4]([OH:5])=[O:6].[CH3:21][N:22]([CH3:23])[CH2:24][CH2:25][CH2:26][N:27]=[C:28]=[N:29][CH2:30][CH3:31].[CH3:32][N:33]([CH3:34])[c:35]1[cH:36][cH:37][n:38][cH:39][cH:40]1.[Cl:41][CH2:42][Cl:43].[ClH:20].[N+:7](=[O:8])([O-:9])[c:10]1[cH:11][c:12]([S:16](=[O:17])(=[O:18])[NH2:19])[cH:13][cH:14][cH:15]1>>[CH3:1][CH:2]([CH3:3])[C:4](=[O:6])[NH:19][S:16]([c:12]1[cH:11][c:10]([N+:7](=[O:8])[O-:9])[cH:15][cH:14][cH:13]1)(=[O:17])=[O:18].